From a dataset of the Open Reaction Database (ORD), a public repository of structured organic reaction records. describe an organic reaction: reactants, conditions, products, and yield Starting materials: C1CCOC1, CNC, CC(=O)O, N#Cc1cncc(-c2cc3cc(C=O)ccc3s2)c1Nc1cccc2[nH]ccc12. The product is CN(C)Cc1ccc2sc(-c3cncc(C#N)c3Nc3cccc4[nH]ccc34)cc2c1. As a reaction SMILES: [CH2:37]1[O:38][CH2:39][CH2:40][CH2:41]1.[CH3:30][NH:31][CH3:32].[CH3:33][C:34](=[O:35])[OH:36].[CH:1](=[O:2])[c:3]1[cH:4][cH:5][c:6]2[c:7]([cH:8][c:9](-[c:11]3[cH:12][n:13][cH:14][c:15]([C:16]#[N:17])[c:18]3[NH:19][c:20]3[c:21]4[cH:22][cH:23][nH:24][c:25]4[cH:26][cH:27][cH:28]3)[s:10]2)[cH:29]1>>[CH2:1]([c:3]1[cH:4][cH:5][c:6]2[c:7]([cH:8][c:9](-[c:11]3[cH:12][n:13][cH:14][c:15]([C:16]#[N:17])[c:18]3[NH:19][c:20]3[c:21]4[cH:22][cH:23][nH:24][c:25]4[cH:26][cH:27][cH:28]3)[s:10]2)[cH:29]1)[N:31]([CH3:30])[CH3:32]. Reactants: Cl, C1CCOC1, O=c1[nH]c(-c2cccc(COC3CCCCO3)c2)no1. The product is O=c1[nH]c(-c2cccc(CO)c2)no1. RXN SMILES: [ClH:1].[O:22]1[CH2:23][CH2:24][CH2:25][CH2:26]1.[O:2]1[CH2:3][CH2:4][CH2:5][CH2:6][CH:7]1[O:8][CH2:9][c:10]1[cH:11][c:12](-[c:16]2[n:17][o:18][c:19](=[O:21])[nH:20]2)[cH:13][cH:14][cH:15]1>>[OH:8][CH2:9][c:10]1[cH:11][c:12](-[c:16]2[n:17][o:18][c:19](=[O:21])[nH:20]2)[cH:13][cH:14][cH:15]1. The reactants are C(CCC)S(=O)(=O)C1=NNC=N1 (3-n-butylsulphonyl-1,2,4-triazole), C(CC)N(C(=O)Cl)CCC (dipropylcarbamoyl chloride), O1CCCC1 (tetrahydrofuran). The solvent is C(C)N(CC)CC (triethylamine). Product: C(CC)N(C(=O)N1N=C(N=C1)S(=O)(=O)CCCC)CCC (1-dipropylcarbamoyl-3-n-butylsulphonyl-1,2,4-triazole). Reaction SMILES: [CH2:1]([S:5]([C:8]1[N:12]=[CH:11][NH:10][N:9]=1)(=[O:7])=[O:6])[CH2:2][CH2:3][CH3:4].[CH2:13]([N:16]([CH2:20][CH2:21][CH3:22])[C:17](Cl)=[O:18])[CH2:14][CH3:15].O1CCCC1>C(N(CC)CC)C>[CH2:13]([N:16]([CH2:20][CH2:21][CH3:22])[C:17]([N:10]1[CH:11]=[N:12][C:8]([S:5]([CH2:1][CH2:2][CH2:3][CH3:4])(=[O:6])=[O:7])=[N:9]1)=[O:18])[CH2:14][CH3:15]. Procedure details: A mixture of 5.7 g. 3-n-butylsulphonyl-1,2,4-triazole, 5.4 g. dipropylcarbamoyl chloride, 25 ml. dry tetrahydrofuran and 6 ml. dry triethylamine was refluxed under anhydrous conditions for 1.5 hours. The reaction mixture was worked up as described in Example 1 to produce a solid product which was recrystallized from petroleum ether (60° - 80° C.) to give 1-dipropylcarbamoyl-3-n-butylsulphonyl-1,2,4-triazole, m.p. 46° - 47° C. Elemental analysis satisfactory. Reactants: O=C([O-])[O-], CN1CCCC1=O, [Cs+], [Cs+], O=[N+]([O-])c1cccc(S(=O)(=O)OCC2CO2)c1, O, CNC(=O)Cc1ccccc1O. Yields the product CNC(=O)Cc1ccccc1OCC1CO1. As a reaction SMILES: [C:30](=[O:31])([O-:32])[O-:33].[CH3:36][N:37]1[C:38](=[O:39])[CH2:40][CH2:41][CH2:42]1.[Cs+:34].[Cs+:35].[N+:13]([c:14]1[cH:15][c:16]([S:17]([O:18][CH2:26][CH:27]2[O:28][CH2:29]2)(=[O:19])=[O:20])[cH:21][cH:22][cH:23]1)([O-:24])=[O:25].[OH2:43].[OH:1][c:2]1[c:3]([CH2:8][C:9](=[O:10])[NH:11][CH3:12])[cH:4][cH:5][cH:6][cH:7]1>>[O:1]([c:2]1[c:3]([CH2:8][C:9](=[O:10])[NH:11][CH3:12])[cH:4][cH:5][cH:6][cH:7]1)[CH2:26][CH:27]1[O:28][CH2:29]1. Reactants: CCN(c1cccc2c1ccn2-c1ccnc(SC)n1)S(C)(=O)=O, ClC(Cl)Cl, O=C(OO)c1cccc(Cl)c1. Product: CCN(c1cccc2c1ccn2-c1ccnc(S(C)=O)n1)S(C)(=O)=O. As a reaction SMILES: [CH2:1]([CH3:2])[N:3]([S:4](=[O:5])(=[O:6])[CH3:7])[c:8]1[c:9]2[cH:10][cH:11][n:12](-[c:17]3[n:18][c:19]([S:23][CH3:24])[n:20][cH:21][cH:22]3)[c:13]2[cH:14][cH:15][cH:16]1.[Cl:36][CH:37]([Cl:38])[Cl:39].[OH:25][O:26][C:27]([c:28]1[cH:29][c:30]([Cl:31])[cH:32][cH:33][cH:34]1)=[O:35]>>[CH2:1]([CH3:2])[N:3]([S:4](=[O:5])(=[O:6])[CH3:7])[c:8]1[c:9]2[cH:10][cH:11][n:12](-[c:17]3[n:18][c:19]([S:23]([CH3:24])=[O:25])[n:20][cH:21][cH:22]3)[c:13]2[cH:14][cH:15][cH:16]1. Reactants: ClC1=C(C=C(C=C1)[N+](=O)[O-])C(F)(F)F (2-chloro-5-nitro-trifluoromethylbenzene), C(C)(=O)O (acetic acid), [H-].[Na+] (Sodium hydride), C(C1=CC=CC=C1)O (benzyl alcohol). Solvent: CC(=O)N(C)C (DMA), ClCCl (dichloromethane), CC(=O)N(C)C (DMA). Product: C(C1=CC=CC=C1)OC1=C(C=C(C=C1)[N+](=O)[O-])C(F)(F)F (2-benzyloxy-5-nitro-trifluoromethylbenzene). Isolated yield 44.4%. As a reaction SMILES: [H-].[Na+].[CH2:3]([OH:10])[C:4]1[CH:9]=[CH:8][CH:7]=[CH:6][CH:5]=1.Cl[C:12]1[CH:17]=[CH:16][C:15]([N+:18]([O-:20])=[O:19])=[CH:14][C:13]=1[C:21]([F:24])([F:23])[F:22].C(O)(=O)C>CC(N(C)C)=O.ClCCl>[CH2:3]([O:10][C:12]1[CH:17]=[CH:16][C:15]([N+:18]([O-:20])=[O:19])=[CH:14][C:13]=1[C:21]([F:22])([F:23])[F:24])[C:4]1[CH:9]=[CH:8][CH:7]=[CH:6][CH:5]=1 |f:0.1|. Procedure: Sodium hydride (1.8 g, of a 60% dispersion in oil, 45 mmol) was added in portions to a stirred solution of benzyl alcohol (10.8 g, 100 mmol) in DMA (100 ml) with vigorous stirring under an atmosphere of nitrogen at ambient temperature. After warming to 45° C. for 30 minutes the mixture was cooled to ambient temperature and added dropwise to a stirred solution of 2-chloro-5-nitro-trifluoromethylbenzene (11.3 g, 50 mmol) in DMA (30 ml), keeping the temperature below 10° C. The mixture was stirred ...